The task is: describe an organic reaction: reactants, conditions, products, and yield. This data is from the Open Reaction Database (ORD), a public repository of structured organic reaction records. Product: CC(=O)N=S(=O)(CCBr)c1ccc(C(=O)Nc2ccc(Cl)cc2C(=O)Nc2ccc(Cl)cn2)cc1. Reaction SMILES: [C:55]([Br:56])([Br:57])([Br:58])[Br:59].[Cl:1][c:2]1[cH:3][cH:4][c:5]([NH:8][C:9](=[O:10])[c:11]2[c:12]([NH:18][C:19](=[O:20])[c:21]3[cH:22][cH:23][c:24]([S:27](=[O:28])(=[N:29][C:30]([CH3:31])=[O:32])[CH2:33][CH2:34][OH:35])[cH:25][cH:26]3)[cH:13][cH:14][c:15]([Cl:17])[cH:16]2)[n:6][cH:7]1.[Cl:60][CH2:61][Cl:62].[c:36]1([P:37]([c:38]2[cH:39][cH:40][cH:41][cH:42][cH:43]2)[c:44]2[cH:45][cH:46][cH:47][cH:48][cH:49]2)[cH:50][cH:51][cH:52][cH:53][cH:54]1>>[Cl:1][c:2]1[cH:3][cH:4][c:5]([NH:8][C:9](=[O:10])[c:11]2[c:12]([NH:18][C:19](=[O:20])[c:21]3[cH:22][cH:23][c:24]([S:27](=[O:28])(=[N:29][C:30]([CH3:31])=[O:32])[CH2:33][CH2:34][Br:56])[cH:25][cH:26]3)[cH:13][cH:14][c:15]([Cl:17])[cH:16]2)[n:6][cH:7]1. Reactants: BrC(Br)(Br)Br, CC(=O)N=S(=O)(CCO)c1ccc(C(=O)Nc2ccc(Cl)cc2C(=O)Nc2ccc(Cl)cn2)cc1, ClCCl, c1ccc(P(c2ccccc2)c2ccccc2)cc1.